From a dataset of the Open Reaction Database (ORD), a public repository of structured organic reaction records. describe an organic reaction: reactants, conditions, products, and yield Starting materials: CCOC(=O)C(C)(C)Br, O=S(O)c1ccc(Cl)nc1, [Na], CN(C)C=O, c1ccncc1. The product is CCOC(=O)C(C)(C)S(=O)(=O)c1ccc(Cl)nc1. Reaction SMILES: [Br:18][C:19]([C:20](=[O:21])[O:22][CH2:23][CH3:24])([CH3:25])[CH3:26].[Cl:2][c:3]1[cH:4][cH:5][c:6]([S:9](=[O:10])[OH:11])[cH:7][n:8]1.[Na:1].[O:27]=[CH:28][N:29]([CH3:30])[CH3:31].[cH:12]1[cH:13][cH:14][n:15][cH:16][cH:17]1>>[Cl:2][c:3]1[cH:4][cH:5][c:6]([S:9](=[O:10])(=[O:11])[C:19]([C:20](=[O:21])[O:22][CH2:23][CH3:24])([CH3:25])[CH3:26])[cH:7][n:8]1. Reactants: CO (MeOH), NC1=NN2C(N=CC(=C2)CC#N)=C1C(=O)ON1N=NC2=C1C=CC=C2 (1H-benzo[d][1,2,3]triazol-1-yl 2-amino-6-(cyanomethyl)pyrazolo[1,5-a]pyrimidine-3-carboxylate), ClC=1C=NC=C(C1C=1CCNCC1)F (3-chloro-5-fluoro-4-(1,2,3,6-tetrahydropyridin-4-yl)pyridine), O1CC(C1)=O (3-oxetanone). The solvent is C1CCOC1 (THF). Run at time 30 minute. The product is ClC=1C=NC=C(C1C=1CCN(CC1)C1COC1)F (3′-chloro-5′-fluoro-1-(oxetan-3-yl)-1,2,3,6-tetrahydro-4,4′-bipyridine). Isolated yield 96.9%. Reaction SMILES: N[C:2]1[C:13]([C:14]([O:16]N2C3C=CC=CC=3N=N2)=O)=C2N=CC(CC#N)=CN2N=1.[Cl:26][C:27]1[CH:28]=[N:29][CH:30]=[C:31]([F:39])[C:32]=1[C:33]1[CH2:34][CH2:35][NH:36][CH2:37][CH:38]=1.O1CC(=O)C1.CO>C1COCC1>[Cl:26][C:27]1[CH:28]=[N:29][CH:30]=[C:31]([F:39])[C:32]=1[C:33]1[CH2:34][CH2:35][N:36]([CH:13]2[CH2:14][O:16][CH2:2]2)[CH2:37][CH:38]=1. Procedure: Sodium triacetoxyborohydride (Sodium Ion (1)) (1.026 g, 4.842 mmol) was added in portions to a stirred solution of 3-chloro-5-fluoro-4-(1,2,3,6-tetrahydropyridin-4-yl)pyridine (468 mg, 2.201 mmol) and 3-oxetanone (269.7 mg, 239.9 μL, 3.742 mmol) in THF (10 mL) at 0° C. under an atmosphere of nitrogen. The reaction was allowed to warm to ambient temperature over 16 hours. MeOH (2 mL) was added dropwise and the mixture stirred at ambient temperature for 30 minutes. The mixture was concentrated in ... The reactants are C(#N)C1=CC(=C(CNC(C(N2C(C3=CC=CC(=C3C2)C)=O)OCC)=O)C=C1)[N+](=O)[O-] ((RS)-N-(4-cyano-2-nitro-benzyl)-2-ethoxy-2-(4-methyl-1-oxo-1,3-dihydro-isoindol-2-yl)-acetamide). Reagents/catalysts: [Pd] (Pd/C). Run in C(C)(=O)OCC (ethyl acetate). Run at time 16 hour. Yields the product NC1=C(CNC(C(N2C(C3=CC=CC(=C3C2)C)=O)OCC)=O)C=CC(=C1)C#N ((RS)-N-(2-amino-4-cyano-benzyl)-2-ethoxy-2-(4-methyl-1-oxo-1,3-dihydro-isoindol-2-yl)-acetamide). Yield: 100.0%. As a reaction SMILES: [C:1]([C:3]1[CH:27]=[CH:26][C:6]([CH2:7][NH:8][C:9](=[O:25])[CH:10]([O:22][CH2:23][CH3:24])[N:11]2[CH2:19][C:18]3[C:13](=[CH:14][CH:15]=[CH:16][C:17]=3[CH3:20])[C:12]2=[O:21])=[C:5]([N+:28]([O-])=O)[CH:4]=1)#[N:2]>C(OCC)(=O)C.[Pd]>[NH2:28][C:5]1[CH:4]=[C:3]([C:1]#[N:2])[CH:27]=[CH:26][C:6]=1[CH2:7][NH:8][C:9](=[O:25])[CH:10]([O:22][CH2:23][CH3:24])[N:11]1[CH2:19][C:18]2[C:13](=[CH:14][CH:15]=[CH:16][C:17]=2[CH3:20])[C:12]1=[O:21]. Procedure details: To a solution of (RS)-N-(4-cyano-2-nitro-benzyl)-2-ethoxy-2-(4-methyl-1-oxo-1,3-dihydro-isoindol-2-yl)-acetamide (0.382 g) in ethyl acetate (9 ml) was added 10% Pd/C (190 mg) and the mixture vigorously stirred at r.t. under a hydrogen atmosphere for 16 h. The catalyst was filtered over a celite pad and the cake was carefully washed with ethyl acetate. The filtrate was evaporated to yield (RS)-N-(2-amino-4-cyano-benzyl)-2-ethoxy-2-(4-methyl-1-oxo-1,3-dihydro-isoindol-2-yl)-acetamide (0.354 g) as ... The reactants are CO, CCOCC, O=C[O-], Cl, O=c1cc(C=Cc2ccc(F)cc2)ccn1-c1ccc2c(cnn2CCN2CCCC2)c1, [NH4+]. The product is Cl, O=c1cc(CCc2ccc(F)cc2)ccn1-c1ccc2c(cnn2CCN2CCCC2)c1. As a reaction SMILES: [CH3:38][OH:39].[CH3:40][CH2:41][O:42][CH2:43][CH3:44].[CH:33]([O-:34])=[O:35].[ClH:37].[F:1][c:2]1[cH:3][cH:4][c:5]([CH:6]=[CH:7][c:8]2[cH:9][c:10](=[O:30])[n:11](-[c:14]3[cH:15][c:16]4[cH:17][n:18][n:19]([CH2:23][CH2:24][N:25]5[CH2:26][CH2:27][CH2:28][CH2:29]5)[c:20]4[cH:21][cH:22]3)[cH:12][cH:13]2)[cH:31][cH:32]1.[NH4+:36]>>[ClH:37].[F:1][c:2]1[cH:3][cH:4][c:5]([CH2:6][CH2:7][c:8]2[cH:9][c:10](=[O:30])[n:11](-[c:14]3[cH:15][c:16]4[cH:17][n:18][n:19]([CH2:23][CH2:24][N:25]5[CH2:26][CH2:27][CH2:28][CH2:29]5)[c:20]4[cH:21][cH:22]3)[cH:12][cH:13]2)[cH:31][cH:32]1. The reactants are SCc1ccccc1, O=C(O)C1C=CCn2c(=O)n(CCCl)c(=O)n21, Cl, [Na+], [OH-]. Product: O=C(O)C1C=CCn2c(=O)n(CCSCc3ccccc3)c(=O)n21. RXN SMILES: [CH2:20]([c:21]1[cH:22][cH:23][cH:24][cH:25][cH:26]1)[SH:27].[Cl:1][CH2:2][CH2:3][n:4]1[c:5](=[O:17])[n:6]2[n:7]([c:15]1=[O:16])[CH2:8][CH:9]=[CH:10][CH:11]2[C:12](=[O:13])[OH:14].[ClH:28].[Na+:19].[OH-:18]>>[CH2:2]([CH2:3][n:4]1[c:5](=[O:17])[n:6]2[n:7]([c:15]1=[O:16])[CH2:8][CH:9]=[CH:10][CH:11]2[C:12](=[O:13])[OH:14])[S:27][CH2:20][c:21]1[cH:22][cH:23][cH:24][cH:25][cH:26]1.